This data is from the Open Reaction Database (ORD), a public repository of structured organic reaction records. The task is: describe an organic reaction: reactants, conditions, products, and yield Starting materials: O=C([O-])O, Cc1ccccc1, OC(c1nn(-c2ccccc2)c2ccccc12)C1CCCCC1, [Na+], O=S(Cl)Cl, c1ccncc1. Yields the product ClC(c1nn(-c2ccccc2)c2ccccc12)C1CCCCC1. RXN SMILES: [C:34](=[O:35])([O-:36])[OH:37].[CH3:39][c:40]1[cH:41][cH:42][cH:43][cH:44][cH:45]1.[CH:1]1([CH:7]([OH:8])[c:9]2[n:10][n:11](-[c:18]3[cH:19][cH:20][cH:21][cH:22][cH:23]3)[c:12]3[cH:13][cH:14][cH:15][cH:16][c:17]23)[CH2:2][CH2:3][CH2:4][CH2:5][CH2:6]1.[Na+:38].[S:30]([Cl:31])([Cl:32])=[O:33].[cH:24]1[cH:25][cH:26][n:27][cH:28][cH:29]1>>[CH:1]1([CH:7]([c:9]2[n:10][n:11](-[c:18]3[cH:19][cH:20][cH:21][cH:22][cH:23]3)[c:12]3[cH:13][cH:14][cH:15][cH:16][c:17]23)[Cl:32])[CH2:2][CH2:3][CH2:4][CH2:5][CH2:6]1. Starting materials: C(C)(=O)O (Acetic acid), C(C)(=O)O (Acetic acid), [OH-].[Na+] (Sodium hydroxide), sulfoxide, sulfone, OO (Hydrogen Peroxide), ClC=1C=C(N2N=C(N=CC21)SC)C=2C=NC(=CC2)OC (5-Chloro-7-(6-methoxy-pyridin-3-yl)-2-methylsulfanyl-pyrrolo[2,1-f][1,2,4]triazine). The reagents and catalysts are O.O.[O-][W](=O)(=O)[O-].[Na+].[Na+] (Sodium Tungstate Dihydrate). The solvent is O (water), O1CCCC1 (Tetrahydrofuran), O (water), O (Water), CO (Methanol). Reaction conditions: temperature 70 celsius, time 1 hour. The product is ClC=1C=C(N2N=C(N=CC21)O)C=2C=NC(=CC2)OC (5-Chloro-7-(6-methoxy-pyridin-3-yl)-pyrrolo[2,1-f][1,2,4]triazin-2-ol). The yield is 30.1%. Reaction SMILES: [Cl:1][C:2]1[CH:3]=[C:4]([C:13]2[CH:14]=[N:15][C:16]([O:19][CH3:20])=[CH:17][CH:18]=2)[N:5]2[C:10]=1[CH:9]=[N:8][C:7](SC)=[N:6]2.C(O)(=[O:23])C.OO.[OH-].[Na+]>CO.O.O.[O-][W]([O-])(=O)=O.[Na+].[Na+].O.O1CCCC1>[Cl:1][C:2]1[CH:3]=[C:4]([C:13]2[CH:14]=[N:15][C:16]([O:19][CH3:20])=[CH:17][CH:18]=2)[N:5]2[C:10]=1[CH:9]=[N:8][C:7]([OH:23])=[N:6]2 |f:3.4,6.7.8.9.10|. Reported procedure: 5-Chloro-7-(6-methoxy-pyridin-3-yl)-2-methylsulfanyl-pyrrolo[2,1-f][1,2,4]triazine (114 mg, 0.372 mmol) was dissolved in Methanol (12.0 mL): Tetrahydrofuran (8.0 mL), Acetic acid (0.200 mL, 3.52 mmol) was added followed by Sodium Tungstate Dihydrate (7.0 mg, 0.021 mmol) and 50% Hydrogen Peroxide (0.100 mL, 1.76 mmol) and the mixture was heated at 60-80° C. overnight in a vial. LCMS shows conversion to a mixture of sulfoxide and sulfone. The mixture was cooled, added portionwise to stirring water... The reactants are CCOC(=O)C (EtOAc), ClC1=C(N=CC(=N1)N1CCN(CC1)C)[N+](=O)[O-] (6′-chloro-4-methyl-5′-nitro-3,4,5,6-tetrahydro-2H-[1,2′]bipyrazinyl), CN1CCNCC1 (N-methylpiperazine), resultant solution. Product: CN1CCN(CC1)C1=NC(=C(N=C1)[N+](=O)[O-])N1CCC(CC1)C (4-Methyl-6′-(4-methyl-piperidin-1-yl)-5′-nitro-3,4,5,6-tetrahydro-2H-[1,2′]bipyrazinyl). The yield is 96.0%. Reaction SMILES: Cl[C:2]1[N:7]=[C:6]([N:8]2[CH2:13][CH2:12][N:11]([CH3:14])[CH2:10][CH2:9]2)[CH:5]=[N:4][C:3]=1[N+:15]([O-:17])=[O:16].CN1[CH2:24][CH2:23][NH:22][CH2:21][CH2:20]1.[CH3:25][CH2:26]OC(C)=O>>[CH3:14][N:11]1[CH2:12][CH2:13][N:8]([C:6]2[CH:5]=[N:4][C:3]([N+:15]([O-:17])=[O:16])=[C:2]([N:22]3[CH2:23][CH2:24][CH:25]([CH3:26])[CH2:20][CH2:21]3)[N:7]=2)[CH2:9][CH2:10]1. Procedure: To 6′-chloro-4-methyl-5′-nitro-3,4,5,6-tetrahydro-2H-[1,2′]bipyrazinyl (32 mg, 0.12 mmol) was added N-methylpiperazine (370 mg, 3.7 mmol) and the resultant solution was stirred for 15 min. The reaction was diluted with EtOAc (50 mL), washed with H2O (2×20 mL), dried (K2CO3) and concentrated in vacuo to afford 37 mg (96%) of the title compound. Mass spectrum (ESI, m/z): Calcd. for C15H24N6O2, 321.2 (M+H), found 321.1. Reactants: C(C)(=O)O (acetic acid), N1=CC=CC=C1 (pyridine), 4-dimethyl aminopyridine, C(C)(CC)C=1C=CC2=C(C3(C(O2)(C2=CC=CC=C2C3=O)O)O)C1 (8-sec-Butyl-4b,9b-dihydroxy-4bH-benzo[d]indeno[1,2-b]-furan-10(9bH)-one), C1CCOC1 (THF). Run at time 12 hour. Yields the product C(C)(=O)OC1=C(C=C(C=C1)C(C)CC)C1(C(C2=CC=CC=C2C1=O)=O)OC(C)=O (2-(2-Acetoxy-1,3-dioxo-2,3-dihydro-1H-inden-2-yl)-4-sec-butylphenyl acetate). Isolated yield 48.0%. As a reaction SMILES: [CH:1]([C:5]1[CH:6]=[CH:7][C:8]2[O:12][C:11]3([OH:21])[C:13]4[C:18]([C:19](=[O:20])[C:10]3([OH:22])[C:9]=2[CH:23]=1)=[CH:17][CH:16]=[CH:15][CH:14]=4)([CH2:3][CH3:4])[CH3:2].[C:24]([OH:27])(=O)[CH3:25].N1C=CC=CC=1.C1C[O:37][CH2:36][CH2:35]1>>[C:36]([O:12][C:8]1[CH:7]=[CH:6][C:5]([CH:1]([CH2:3][CH3:4])[CH3:2])=[CH:23][C:9]=1[C:10]1([O:22][C:24](=[O:27])[CH3:25])[C:11](=[O:21])[C:13]2[C:18](=[CH:17][CH:16]=[CH:15][CH:14]=2)[C:19]1=[O:20])(=[O:37])[CH3:35]. Reported procedure: 8-sec-Butyl-4b,9b-dihydroxy-4bH-benzo[d]indeno[1,2-b]-furan-10(9bH)-one (0.58 g, 1.8 mmol) was completely dissolved in anhydrous THF (10 ml). This solution was added with anhydrous acetic acid (0.39 ml, 3.7 mmol), pyridine (0.15 ml, 1.8 mmol), and 4-dimethyl aminopyridine (0.06 g), and stirred at room temperature for 12 hrs. After the reaction mixture was extracted with dichloromethane, the organic layer was concentrated and purified using column chromatography (ethylacetate:hexane=1:4 to 1:2) t... Starting materials: NCc1ccco1, CC(=O)O, Cl, NS(=O)(=O)c1cc(C(=O)O)c(Oc2ccccc2)cc1Oc1ccccc1. The product is NS(=O)(=O)c1cc(C(=O)O)c(NCc2ccco2)cc1Oc1ccccc1. Reaction SMILES: [CH2:28]([c:29]1[cH:30][cH:31][cH:32][o:33]1)[NH2:34].[CH3:36][C:37](=[O:38])[OH:39].[ClH:35].[O:1]([c:2]1[cH:3][cH:4][cH:5][cH:6][cH:7]1)[c:8]1[c:9]([C:10](=[O:11])[OH:12])[cH:13][c:14]([S:24]([NH2:25])(=[O:26])=[O:27])[c:15]([O:17][c:18]2[cH:19][cH:20][cH:21][cH:22][cH:23]2)[cH:16]1>>[c:8]1([NH:34][CH2:28][c:29]2[cH:30][cH:31][cH:32][o:33]2)[c:9]([C:10](=[O:11])[OH:12])[cH:13][c:14]([S:24]([NH2:25])(=[O:26])=[O:27])[c:15]([O:17][c:18]2[cH:19][cH:20][cH:21][cH:22][cH:23]2)[cH:16]1. Reactants: ClC1=C(C=NC2=CC(=CC=C12)F)C#N (4-chloro-7-fluoro-3-quinolinecarbonitrile), ClC=1C=C(C=CC1SC=1N(C=CN1)C)N (3-chloro-4-(1-methyl-1H-imidazole-2-ylsulfanyl)phenylamine), Cl.N1=CC=CC=C1 (pyridine hydrochloride). Run in C(C)OCCO (2-ethoxyethanol). Yields the product ClC=1C=C(C=CC1SC=1N(C=CN1)C)NC1=C(C=NC2=CC(=CC=C12)F)C#N (4-({3-chloro-4-[(1-methyl-1H-imidazole-2-yl)thio]phenyl}amino)-7-fluoroquinoline-3-carbonitrile). Reaction SMILES: Cl[C:2]1[C:11]2[C:6](=[CH:7][C:8]([F:12])=[CH:9][CH:10]=2)[N:5]=[CH:4][C:3]=1[C:13]#[N:14].[Cl:15][C:16]1[CH:17]=[C:18]([NH2:29])[CH:19]=[CH:20][C:21]=1[S:22][C:23]1[N:24]([CH3:28])[CH:25]=[CH:26][N:27]=1.Cl.N1C=CC=CC=1>C(OCCO)C>[Cl:15][C:16]1[CH:17]=[C:18]([NH:29][C:2]2[C:11]3[C:6](=[CH:7][C:8]([F:12])=[CH:9][CH:10]=3)[N:5]=[CH:4][C:3]=2[C:13]#[N:14])[CH:19]=[CH:20][C:21]=1[S:22][C:23]1[N:24]([CH3:28])[CH:25]=[CH:26][N:27]=1 |f:2.3|. Reported procedure: Following the procedure of Example 1, a mixture of 1.2 g (5.81 mmol) 4-chloro-7-fluoro-3-quinolinecarbonitrile, 1.53 g (6.39 mmol) of 3-chloro-4-(1-methyl-1H-imidazole-2-ylsulfanyl)phenylamine and 0.671 g (5.81 mmol) of pyridine hydrochloride are refluxed in 2-ethoxyethanol (12 mL) at 120° C. for 45 minutes to yield 4-({3-chloro-4-[(1-methyl-1H-imidazole-2-yl)thio]phenyl}amino)-7-fluoroquinoline-3-carbonitrile as an off-white solid, mp 268-272° C. Starting materials: C1CCOC1 (THF), IC=1C=NNC1 (4-iodo-1H-pyrazole), C(CCC)[Li] (butyl lithium). The product is C12C(CCCC1)O2 (cyclohexene oxide), N1N=CC(=C1)[C@H]1[C@@H](CCCC1)O ((1R*,2S*)-2-(1H-Pyrazol-4-yl)cyclohexanol). The yield is 10.0%. RXN SMILES: I[C:2]1[CH:3]=[N:4][NH:5][CH:6]=1.[CH2:7]([Li])[CH2:8][CH2:9][CH3:10].[CH2:12]1[CH2:16][O:15][CH2:14][CH2:13]1>>[CH:14]12[O:15][CH:16]1[CH2:12][CH2:2][CH2:6][CH2:13]2.[NH:4]1[CH:3]=[C:8]([C@@H:9]2[CH2:10][CH2:16][CH2:12][CH2:13][C@H:14]2[OH:15])[CH:7]=[N:5]1. Procedure: The reaction and aftertreatment were conducted in the same manner as in Example 155b by using 4-iodo-1H-pyrazole (5.82 g, 30.0 mmol), butyl lithium (2.69 M solution in hexane; 22.3 mL, 60.0 mmol), a boron trifluoride-diethyl ether complex (7.54 mL, 60.0 mmol), cyclohexene oxide (3.24 g, 33.0 mmol) and THF (120 mL), to yield the title compound (0.48 g, 10%) as a colorless solid.